Dataset: the Open Reaction Database (ORD), a public repository of structured organic reaction records. Task: describe an organic reaction: reactants, conditions, products, and yield The reactants are CC(C)O, CCOC(=O)Nc1nc2cc(-c3ccncc3F)c(-c3cccnc3)nc2[nH]1, [K+], [OH-]. Yields the product Nc1nc2cc(-c3ccncc3F)c(-c3cccnc3)nc2[nH]1. RXN SMILES: [CH3:31][CH:32]([OH:33])[CH3:34].[F:1][c:2]1[cH:3][n:4][cH:5][cH:6][c:7]1-[c:8]1[cH:9][c:10]2[c:11]([n:12][c:13]1-[c:14]1[cH:15][n:16][cH:17][cH:18][cH:19]1)[nH:20][c:21]([NH:23][C:24](=[O:25])[O:26][CH2:27][CH3:28])[n:22]2.[K+:30].[OH-:29]>>[F:1][c:2]1[cH:3][n:4][cH:5][cH:6][c:7]1-[c:8]1[cH:9][c:10]2[c:11]([n:12][c:13]1-[c:14]1[cH:15][n:16][cH:17][cH:18][cH:19]1)[nH:20][c:21]([NH2:23])[n:22]2. Starting materials: ClC=1C=C(C=CC1)[C@@H](C[C@@](C(=O)N[C@H]([C@H](C)O)CC)(CC=C)C)[C@@H](O)C1=CC=C(C=C1)Cl ((S)-2-((2R,3R)-2-(3-chlorophenyl)-3-(4-chlorophenyl)-3-hydroxypropyl)-N-((2S,3S)-2-hydroxypentan-3-yl)-2-methylpent-4-enamide). Reagents/catalysts: [NH4+].[NH4+].[O-][Mo](=O)(=O)[O-] (ammonium molybdate). Run in C1(=CC=CC=C1)C (toluene), C(C)(=O)OCC (ethyl acetate). Product: ClC=1C=C(C=CC1)[C@H]([C@@H](O)C1=CC=C(C=C1)Cl)C[C@@](CC=C)(C)C=1O[C@H]([C@@H](N1)CC)C ((1R,2R,4S)-2-(3-chlorophenyl)-1-(4-chlorophenyl)-4-((4S,5S)-4-ethyl-5-methyl-4,5-dihydrooxazol-2-yl)-4-methylhept-6-en-1-ol). As a reaction SMILES: [Cl:1][C:2]1[CH:3]=[C:4]([C@H:8]([C@H:24]([C:26]2[CH:31]=[CH:30][C:29]([Cl:32])=[CH:28][CH:27]=2)[OH:25])[CH2:9][C@:10]([CH3:23])([CH2:20][CH:21]=[CH2:22])[C:11]([NH:13][C@@H:14]([CH2:18][CH3:19])[C@@H:15]([OH:17])[CH3:16])=O)[CH:5]=[CH:6][CH:7]=1>C1(C)C=CC=CC=1.C(OCC)(=O)C.[NH4+].[NH4+].[O-][Mo]([O-])(=O)=O>[Cl:1][C:2]1[CH:3]=[C:4]([C@@H:8]([CH2:9][C@:10]([C:11]2[O:17][C@@H:15]([CH3:16])[C@H:14]([CH2:18][CH3:19])[N:13]=2)([CH3:23])[CH2:20][CH:21]=[CH2:22])[C@H:24]([C:26]2[CH:31]=[CH:30][C:29]([Cl:32])=[CH:28][CH:27]=2)[OH:25])[CH:5]=[CH:6][CH:7]=1 |f:3.4.5|. Procedure details: To a solution of (S)-2-((2R,3R)-2-(3-chlorophenyl)-3-(4-chlorophenyl)-3-hydroxypropyl)-N-((2S,3S)-2-hydroxypentan-3-yl)-2-methylpent-4-enamide (127 mg, 0.265 mmol) in toluene (5309 μl) was added ammonium molybdate ((NH4)2MoO4) (5.20 mg, 0.027 mmol) and heated to reflux under Dean-Stark conditions overnight. The reaction was cooled to room temperature, diluted with ethyl acetate and washed with sat. NaHCO3 and brine. The organics were dried over MgSO4, filtered and concentrated. Purification by c... The reactants are CO, C[Si](C)(C)C=[N+]=[N-], CCOCC, ClCCl, Cc1ccc(O)cc1C(=O)O. Product: COC(=O)c1cc(O)ccc1C. RXN SMILES: [CH3:12][OH:13].[CH3:14][Si:15]([CH:16]=[N+:17]=[N-:18])([CH3:19])[CH3:20].[CH3:21][CH2:22][O:23][CH2:24][CH3:25].[Cl:26][CH2:27][Cl:28].[OH:1][c:2]1[cH:3][cH:4][c:5]([CH3:11])[c:6]([C:7](=[O:8])[OH:9])[cH:10]1>>[OH:1][c:2]1[cH:3][cH:4][c:5]([CH3:11])[c:6]([C:7](=[O:8])[O:9][CH3:14])[cH:10]1. Reactants: ClC1=NC=C(C=C1Cl)C(F)(F)F (2,3-dichloro-5-trifluoromethyl pyridine), O (water), ClC1=C(C(=CC=C1)F)C1=NN(C(=N1)C1=C(C=C(C=C1)CO)Cl)C (3-(2-chloro-6-fluorophenyl)-5-(2-chloro-4-hydroxymethylphenyl) 1-methyl-1H-1,2,4-triazole), [H-].[Na+] (sodium hydride). Solvent: COCCOC (1,2-dimethoxyethane), COCCOC (1,2-dimethoxyethane). Conditions: temperature 0 celsius, time 15 minute. The product is ClC1=C(C(=CC=C1)F)C1=NN(C(=N1)C1=C(C=C(C=C1)COC1=NC=C(C=C1Cl)C(F)(F)F)Cl)C (3-(2-chloro-6-fluorophenyl)-5-[2-chloro-4(3-chloro-5-trifluoromethylpyridine-2-yloxymethyl)phenyl]1-methyl-1H-1,2,4-triazole). Yield: 82.1%. Reaction SMILES: [Cl:1][C:2]1[CH:7]=[CH:6][CH:5]=[C:4]([F:8])[C:3]=1[C:9]1[N:13]=[C:12]([C:14]2[CH:19]=[CH:18][C:17]([CH2:20][OH:21])=[CH:16][C:15]=2[Cl:22])[N:11]([CH3:23])[N:10]=1.[H-].[Na+].Cl[C:27]1[C:32]([Cl:33])=[CH:31][C:30]([C:34]([F:37])([F:36])[F:35])=[CH:29][N:28]=1.O>COCCOC>[Cl:1][C:2]1[CH:7]=[CH:6][CH:5]=[C:4]([F:8])[C:3]=1[C:9]1[N:13]=[C:12]([C:14]2[CH:19]=[CH:18][C:17]([CH2:20][O:21][C:27]3[C:32]([Cl:33])=[CH:31][C:30]([C:34]([F:37])([F:35])[F:36])=[CH:29][N:28]=3)=[CH:16][C:15]=2[Cl:22])[N:11]([CH3:23])[N:10]=1 |f:1.2|. Reported procedure: 3-(2-chloro-6-fluorophenyl)-5-(2-chloro-4-hydroxymethylphenyl) 1-methyl-1H-1,2,4-triazole (0.50 g) is dissolved in 1,2-dimethoxyethane (20 ml) and cooled to 0° C., to which is added sodium hydride (60%, 0.07 g) and the reaction mixture is stirred for 15 minutes. Then, a solution of 2,3-dichloro-5-trifluoromethyl pyridine (0.34 g) in 1,2-dimethoxyethane (10 ml) is added dropwise and stirred for 3 hours. On completion of the reaction, the reaction solution is warmed to room temperature and poured ... The reactants are Ru(PPh3)3Cl2, C1(O)=CC=C(O)C=C1 (hydroquinone), C([O-])([O-])=O.[K+].[K+] (potassium carbonate), FC(F)(F)C1=CC=CC=C1 (trifluoromethylbenzene), resultant mixture, C(C1=CC=CC=C1)O (benzyl alcohol). Yields the product C(C1=CC=CC=C1)=O (benzaldehyde), C(C1=CC=CC=C1)O (benzyl alcohol). As a reaction SMILES: C1(C=CC(O)=CC=1)O.C(=O)([O-])[O-].[K+].[K+].FC(C1C=CC=CC=1)(F)F.[CH2:25]([OH:32])[C:26]1[CH:31]=[CH:30][CH:29]=[CH:28][CH:27]=1>>[CH:25](=[O:32])[C:26]1[CH:31]=[CH:30][CH:29]=[CH:28][CH:27]=1.[CH2:25]([OH:32])[C:26]1[CH:31]=[CH:30][CH:29]=[CH:28][CH:27]=1 |f:1.2.3|. Procedure details: To a mixture of 0.1 millimole of Ru(PPh3)3Cl2 [dichlorotris(triphenylphosphine)ruthenium(II)], 0.1 millimole of hydroquinone, 0.03 millimole of potassium carbonate and 6 ml of trifluoromethylbenzene was added 1 millimole of benzyl alcohol, and the resultant mixture was stirred under oxygen atmosphere (1 atm) at 50° C. for 15 hours. The products were subjected to chromatography on silica gel (eluent: hexane/ethyl acetate=10/1) for the isolation to give benzaldehyde in a conversion rate of benzyl ...